Dataset: the Open Reaction Database (ORD), a public repository of structured organic reaction records. Task: describe an organic reaction: reactants, conditions, products, and yield Starting materials: CC(=O)OC1CN(C(=O)OC(C)(C)C)CC1NC(=O)OCc1ccccc1, O=C([O-])[O-], CO, [K+], [K+], O. Product: CC(C)(C)OC(=O)N1CC(O)C(NC(=O)OCc2ccccc2)C1. Reaction SMILES: [C:1](=[O:2])([CH3:3])[O:4][CH:5]1[CH2:6][N:7]([C:21](=[O:22])[O:23][C:24]([CH3:25])([CH3:26])[CH3:27])[CH2:8][CH:9]1[NH:10][C:11](=[O:12])[O:13][CH2:14][c:15]1[cH:16][cH:17][cH:18][cH:19][cH:20]1.[C:28](=[O:29])([O-:30])[O-:31].[CH3:35][OH:36].[K+:32].[K+:33].[OH2:34]>>[OH:4][CH:5]1[CH2:6][N:7]([C:21](=[O:22])[O:23][C:24]([CH3:25])([CH3:26])[CH3:27])[CH2:8][CH:9]1[NH:10][C:11](=[O:12])[O:13][CH2:14][c:15]1[cH:16][cH:17][cH:18][cH:19][cH:20]1. Reactants: CC(C)(C)N1N=CC=C1O (1-(1,1-dimethyl-1-ethyl)-5-hydroxy-1H-pyrazole), C([O-])([O-])=O.[K+].[K+] (potassium carbonate), ClC1=C(C(=O)Cl)C=CC(=C1C1=NOCC1)S(=O)(=O)C (2-chloro-3-(4,5-dihydroisoxazol-3-yl)-4-methylsulfonylbenzoyl chloride). Run in COCCOC (ethylene glycol dimethyl ether). Conditions: time 8 hour. Product: ClC1=C(C(=O)C=2C=NN(C2O)C(C)(C)C)C=CC(=C1C1=NOCC1)S(=O)(=O)C (4-[2-Chloro-3-(4,5-dihydroisoxazol-3-yl)-4-methylsulfonylbenzoyl]-5-hydroxy-1-(1,1-dimethyl-1-ethyl)-1H-pyrazole). As a reaction SMILES: [CH3:1][C:2]([N:5]1[C:9]([OH:10])=[CH:8][CH:7]=[N:6]1)([CH3:4])[CH3:3].C(=O)([O-])[O-].[K+].[K+].[Cl:17][C:18]1[C:26]([C:27]2[CH2:31][CH2:30][O:29][N:28]=2)=[C:25]([S:32]([CH3:35])(=[O:34])=[O:33])[CH:24]=[CH:23][C:19]=1[C:20](Cl)=[O:21]>COCCOC>[Cl:17][C:18]1[C:26]([C:27]2[CH2:31][CH2:30][O:29][N:28]=2)=[C:25]([S:32]([CH3:35])(=[O:34])=[O:33])[CH:24]=[CH:23][C:19]=1[C:20]([C:8]1[CH:7]=[N:6][N:5]([C:2]([CH3:4])([CH3:3])[CH3:1])[C:9]=1[OH:10])=[O:21] |f:1.2.3|. Procedure details: 2.32 g (0.02 mol) of 1-(1,1-dimethyl-1-ethyl)-5-hydroxy-1H-pyrazole and 2.3 g (0.02 mol) of potassium carbonate were added to a solution of 5.4 g (0.02 mol) of 2-chloro-3-(4,5-dihydroisoxazol-3-yl)-4-methylsulfonylbenzoyl chloride in 100 ml of ethylene glycol dimethyl ether, and the mixture was stirred overnight. The mixture was subsequently refluxed for 3 hours, the solvent was distilled off, the residue was taken up in 300 ml of water and washed with methylene chloride and the aqueous phase wa... The reactants are OCc1ccc(Br)c(OC2CCCCO2)c1, BrC(Br)(Br)Br, CCOCC, c1ccc(P(c2ccccc2)c2ccccc2)cc1, c1ccncc1. Yields the product BrCc1ccc(Br)c(OC2CCCCO2)c1. RXN SMILES: [Br:1][c:2]1[c:3]([O:10][CH:11]2[O:12][CH2:13][CH2:14][CH2:15][CH2:16]2)[cH:4][c:5]([CH2:6][OH:7])[cH:8][cH:9]1.[C:17]([Br:18])([Br:19])([Br:20])[Br:21].[CH3:47][CH2:48][O:49][CH2:50][CH3:51].[c:28]1([P:29]([c:30]2[cH:31][cH:32][cH:33][cH:34][cH:35]2)[c:36]2[cH:37][cH:38][cH:39][cH:40][cH:41]2)[cH:42][cH:43][cH:44][cH:45][cH:46]1.[cH:22]1[cH:23][cH:24][n:25][cH:26][cH:27]1>>[Br:1][c:2]1[c:3]([O:10][CH:11]2[O:12][CH2:13][CH2:14][CH2:15][CH2:16]2)[cH:4][c:5]([CH2:6][Br:18])[cH:8][cH:9]1.